From a dataset of the Open Reaction Database (ORD), a public repository of structured organic reaction records. describe an organic reaction: reactants, conditions, products, and yield Reactants: ClC1=CC=C(C=C1)N1C(=NC2=C(C1=O)C=NN2C=2C=C(C#N)C=CC2)C2=CC=C(C=C2)C2=NC=CN=C2 (3-[5-(4-chloro-phenyl)-4-oxo-6-(4-pyrazin-2-yl-phenyl)-4,5-dihydro-pyrazolo[3,4-d]pyrimidin-1-yl]-benzonitrile), Cl (hydrogen chloride), C([O-])([O-])=O.[NH4+].[NH4+] (ammonium carbonate). Solvent: CO (methanol). The product is ClC1=CC=C(C=C1)N1C(=NC2=C(C1=O)C=NN2C=2C=C(C(=N)N)C=CC2)C2=CC=C(C=C2)C2=NC=CN=C2 (3-[5-(4-chloro-phenyl)-4-oxo-6-(4-pyrazin-2-yl-phenyl)-4,5-dihydro-pyrazolo[3,4-d]pyrimidin-1-yl]-benzamidine). Reaction SMILES: [Cl:1][C:2]1[CH:7]=[CH:6][C:5]([N:8]2[C:13](=[O:14])[C:12]3[CH:15]=[N:16][N:17]([C:18]4[CH:19]=[C:20]([CH:23]=[CH:24][CH:25]=4)[C:21]#[N:22])[C:11]=3[N:10]=[C:9]2[C:26]2[CH:31]=[CH:30][C:29]([C:32]3[CH:37]=[N:36][CH:35]=[CH:34][N:33]=3)=[CH:28][CH:27]=2)=[CH:4][CH:3]=1.Cl.C(=O)([O-])[O-].[NH4+:43].[NH4+]>CO>[Cl:1][C:2]1[CH:3]=[CH:4][C:5]([N:8]2[C:13](=[O:14])[C:12]3[CH:15]=[N:16][N:17]([C:18]4[CH:19]=[C:20]([CH:23]=[CH:24][CH:25]=4)[C:21]([NH2:43])=[NH:22])[C:11]=3[N:10]=[C:9]2[C:26]2[CH:31]=[CH:30][C:29]([C:32]3[CH:37]=[N:36][CH:35]=[CH:34][N:33]=3)=[CH:28][CH:27]=2)=[CH:6][CH:7]=1 |f:2.3.4|. Reported procedure: At 0° C., 3-[5-(4-chloro-phenyl)-4-oxo-6-(4-pyrazin-2-yl-phenyl)-4,5-dihydro-pyrazolo[3,4-d]pyrimidin-1-yl]-benzonitrile (prepared as described in example 47, 0.65 g, 1.29 mmol) is added to methanol saturated with hydrogen chloride gas (20 mL) with stirring. The reaction mixture is allowed to reach rt and stirred there for 40 h. The reaction mixture is then concentrated to a dry residue (0.7 g). It is taken in dry methanol (40 mL) and ammonium carbonate (1.15 g, 7.36 mmol) is added. After stirri... Reactants: O=C([O-])O, CCN(CC)CCCl, S=c1[nH]c2ccc(Cc3ccccc3)cc2[nH]1, CCO, Cl, [Na+]. Product: CCN(CC)CCSc1nc2ccc(Cc3ccccc3)cc2[nH]1, Cl, Cl. Reaction SMILES: [C:27](=[O:28])([O-:29])[OH:30].[CH2:19]([CH3:20])[N:21]([CH2:22][CH2:23][Cl:24])[CH2:25][CH3:26].[CH2:1]([c:2]1[cH:3][cH:4][cH:5][cH:6][cH:7]1)[c:8]1[cH:9][c:10]2[c:11]([nH:12][c:13](=[S:15])[nH:14]2)[cH:16][cH:17]1.[CH3:32][CH2:33][OH:34].[ClH:18].[Na+:31]>>[CH2:1]([c:2]1[cH:3][cH:4][cH:5][cH:6][cH:7]1)[c:8]1[cH:9][c:10]2[c:11]([n:12][c:13]([S:15][CH2:23][CH2:22][N:21]([CH2:19][CH3:20])[CH2:25][CH3:26])[nH:14]2)[cH:16][cH:17]1.[ClH:18].[ClH:24]. The reactants are [H][H] (hydrogen), CNC1=C(N=NC(=C1)Cl)NN (4-methylamino-6-chloro-3-hydrazinopyridazine), [OH-].[Na+] (sodium hydroxide). The reagents and catalysts are [Pd] (palladium on carbon). Solvent: CO (methanol), CO (methanol). Run at time 6.5 hour. Yields the product CNC1=C(N=NC=C1)NN (4-methylamino-3-hydrazinopyridazine). Reaction SMILES: [CH3:1][NH:2][C:3]1[CH:8]=[C:7](Cl)[N:6]=[N:5][C:4]=1[NH:10][NH2:11].[OH-].[Na+].[H][H]>CO.[Pd]>[CH3:1][NH:2][C:3]1[CH:8]=[CH:7][N:6]=[N:5][C:4]=1[NH:10][NH2:11] |f:1.2|. Procedure details: A solution of 10 g. of 4-methylamino-6-chloro-3-hydrazinopyridazine in 450 ml. of methanol and 150 ml. of 0.5 N sodium hydroxide in methanol are charged into a Paar shaker. To this solution, 2 g. of 10% palladium on carbon is added. The Paar shaker is charged with hydrogen at room temperature to an initial pressure of 50 psi and shaken. After about 6.5 hours, the reaction mixture is filtered, the solvent evaporated and the residue extracted with chloroform. The chloroform solution is evaporated ... Starting materials: [BH4-], COCCOC, O=Cc1cccc(Oc2ccc(C(F)(F)F)cc2Cl)c1, [Na+], O, O=S(=O)(O)O. Product: OCc1cccc(Oc2ccc(C(F)(F)F)cc2Cl)c1. Reaction SMILES: [BH4-:27].[CH3:21][O:22][CH2:23][CH2:24][O:25][CH3:26].[Cl:1][c:2]1[c:3]([O:4][c:5]2[cH:6][c:7]([CH:8]=[O:9])[cH:10][cH:11][cH:12]2)[cH:13][cH:14][c:15]([C:17]([F:18])([F:19])[F:20])[cH:16]1.[Na+:28].[OH2:34].[S:29](=[O:30])(=[O:31])([OH:32])[OH:33]>>[Cl:1][c:2]1[c:3]([O:4][c:5]2[cH:6][c:7]([CH2:8][OH:9])[cH:10][cH:11][cH:12]2)[cH:13][cH:14][c:15]([C:17]([F:18])([F:19])[F:20])[cH:16]1. The reactants are CCOC(C)=O, CN(C)C=O, CC(c1cccnc1)C1(c2ccc(F)cc2F)CO1, [Na], c1nc[nH]n1. Product: CC(c1cccnc1)C(O)(Cn1cncn1)c1ccc(F)cc1F. Reaction SMILES: [CH3:26][CH2:27][O:28][C:29](=[O:30])[CH3:31].[CH3:32][N:33]([CH3:34])[CH:35]=[O:36].[F:1][c:2]1[c:3]([C:9]2([CH:12]([CH3:13])[c:14]3[cH:15][n:16][cH:17][cH:18][cH:19]3)[O:10][CH2:11]2)[cH:4][cH:5][c:6]([F:8])[cH:7]1.[Na:25].[nH:20]1[n:21][cH:22][n:23][cH:24]1>>[F:1][c:2]1[c:3]([C:9]([OH:10])([CH2:11][n:20]2[n:21][cH:22][n:23][cH:24]2)[CH:12]([CH3:13])[c:14]2[cH:15][n:16][cH:17][cH:18][cH:19]2)[cH:4][cH:5][c:6]([F:8])[cH:7]1. Reactants: [Br-].[Al+3].[Br-].[Br-] (Aluminum bromide), CSC (dimethyl sulfide), ClC=1C(=C(C=CC1)[C@H]1[C@@H](N[C@H]([C@]1(C#N)C1=C(C=C(C=C1)Cl)F)CC(C)(C)C)C(=O)NC1=NC=C(C(=O)OC)C=C1)F (methyl 6-((2R,3S,4R,5S)-3-(3-chloro-2-fluorophenyl)-4-(4-chloro-2-fluorophenyl)-4-cyano-5-neopentylpyrrolidine-2-carboxamido)nicotinate). Run in C(Cl)Cl (methylene chloride). Reaction conditions: time 8 hour. The product is ClC1=CC(=C(C=C1)[C@@]1([C@H]([C@@H](N[C@H]1CC(C)(C)C)C(=O)NC1=NC=C(C(=O)O)C=C1)C1=C(C(=CC=C1)Cl)F)C#N)F (6-{[(2R,3S,4R,5S)-4-(4-Chloro-2-fluoro-phenyl)-3-(3-chloro-2-fluoro-phenyl)-4-cyano-5-(2,2-dimethyl-propyl)-pyrrolidine-2-carbonyl]-amino}-nicotinic acid). As a reaction SMILES: [Cl:1][C:2]1[C:3]([F:41])=[C:4]([C@@H:8]2[C@:12]([C:15]3[CH:20]=[CH:19][C:18]([Cl:21])=[CH:17][C:16]=3[F:22])([C:13]#[N:14])[C@H:11]([CH2:23][C:24]([CH3:27])([CH3:26])[CH3:25])[NH:10][C@H:9]2[C:28]([NH:30][C:31]2[CH:40]=[CH:39][C:34]([C:35]([O:37]C)=[O:36])=[CH:33][N:32]=2)=[O:29])[CH:5]=[CH:6][CH:7]=1.[Br-].[Al+3].[Br-].[Br-].CSC>C(Cl)Cl>[Cl:21][C:18]1[CH:19]=[CH:20][C:15]([C@@:12]2([C:13]#[N:14])[C@H:11]([CH2:23][C:24]([CH3:26])([CH3:25])[CH3:27])[NH:10][C@@H:9]([C:28]([NH:30][C:31]3[CH:40]=[CH:39][C:34]([C:35]([OH:37])=[O:36])=[CH:33][N:32]=3)=[O:29])[C@@H:8]2[C:4]2[CH:5]=[CH:6][CH:7]=[C:2]([Cl:1])[C:3]=2[F:41])=[C:16]([F:22])[CH:17]=1 |f:1.2.3.4|. Procedure details: In a 50 mL round-bottomed flask, methyl 6-((2R,3S,4R,5S)-3-(3-chloro-2-fluorophenyl)-4-(4-chloro-2-fluorophenyl)-4-cyano-5-neopentylpyrrolidine-2-carboxamido)nicotinate (25 mg, 41.6 μmol, Eq: 1.00) was dissolved in methylene chloride (8 ml) to give a colorless solution. Aluminum bromide (66.5 mg, 249 μmol, Eq: 6) and dimethyl sulfide (25.8 mg, 30.7 μl, 416 μmol, Eq: 10) were added and the mixture was stirred at rt for overnight. The solvent was removed and the residue was suspended in 3 ml of ac... The reactants are N,N-diethylenethanamine, 12, Cl.FC1=C(C=CC(=C1)F)C(=O)C1CCNCC1 ((2,4-difluorophenyl)(4-piperidinyl)methanone hydrochloride), Cl.NO (hydroxylamine hydrochloride). The solvent is C(C)O (ethanol). Product: FC1=C(C=CC(=C1)F)C(=O)C1CCNCC1 ((2,4-difluorophenyl)(4-piperidinyl)methanone), intermediate 3. The yield is 100.0%. As a reaction SMILES: Cl.[F:2][C:3]1[CH:8]=[C:7]([F:9])[CH:6]=[CH:5][C:4]=1[C:10]([CH:12]1[CH2:17][CH2:16][NH:15][CH2:14][CH2:13]1)=[O:11].Cl.NO>C(O)C>[F:2][C:3]1[CH:8]=[C:7]([F:9])[CH:6]=[CH:5][C:4]=1[C:10]([CH:12]1[CH2:17][CH2:16][NH:15][CH2:14][CH2:13]1)=[O:11] |f:0.1,2.3|. Procedure: A mixture of 12 parts of (2,4-difluorophenyl)(4-piperidinyl)methanone hydrochloride, 12 parts of hydroxylamine hydrochloride and 120 parts of ethanol was stirred at room temperature and 10.5 parts of N,N-diethylenethanamine were added. The whole was stirred and refluxed for 3 hours. After cooling, the precipitated product was filtered off and dried, yielding 11 parts (100%) of (2,4-difluorophenyl)(4-piperidinyl)methanone, oxime (intermediate 3).